From a dataset of the Open Reaction Database (ORD), a public repository of structured organic reaction records. describe an organic reaction: reactants, conditions, products, and yield The reactants are C(C)(C)(C)OC(=O)N(C(OC(C)(C)C)=O)C1=NC=C(N=C1C=1N=NN(C1)C1=CC=CC=C1)C1=CC=C(C=C1)S(=O)(=O)C(C)C (tert-butyl N-tert-butoxycarbonyl-N-[5-(4-isopropylsulfonylphenyl)-3-(1-phenyltriazol-4-yl)pyrazin-2-yl]carbamate), C(=O)(C(F)(F)F)O (TFA), CC#N (MeCN). Solvent: C(Cl)Cl (DCM). Run at time 1 hour. Yields the product C(C)(C)S(=O)(=O)C1=CC=C(C=C1)C=1N=C(C(=NC1)N)C=1N=NN(C1)C1=CC=CC=C1 (5-(4-(isopropylsulfonyl)phenyl)-3-(1-phenyl-1H-1,2,3-triazol-4-yl)pyrazin-2-amine), solid. Yield: 80.0%. As a reaction SMILES: C(OC([N:8]([C:16]1[C:21]([C:22]2[N:23]=[N:24][N:25]([C:27]3[CH:32]=[CH:31][CH:30]=[CH:29][CH:28]=3)[CH:26]=2)=[N:20][C:19]([C:33]2[CH:38]=[CH:37][C:36]([S:39]([CH:42]([CH3:44])[CH3:43])(=[O:41])=[O:40])=[CH:35][CH:34]=2)=[CH:18][N:17]=1)C(=O)OC(C)(C)C)=O)(C)(C)C.C(O)(C(F)(F)F)=O.CC#N>C(Cl)Cl>[CH:42]([S:39]([C:36]1[CH:35]=[CH:34][C:33]([C:19]2[N:20]=[C:21]([C:22]3[N:23]=[N:24][N:25]([C:27]4[CH:32]=[CH:31][CH:30]=[CH:29][CH:28]=4)[CH:26]=3)[C:16]([NH2:8])=[N:17][CH:18]=2)=[CH:38][CH:37]=1)(=[O:41])=[O:40])([CH3:44])[CH3:43]. Reported procedure: To a solution of tert-butyl N-tert-butoxycarbonyl-N-[5-(4-isopropylsulfonylphenyl)-3-(1-phenyltriazol-4-yl)pyrazin-2-yl]carbamate (193 mg, 0.3109 mmol) in DCM (3 mL) was added TFA (1 mL). The reaction mixture was stirred at ambient temperature for 1 h. The reaction mixture was concentrated in vacuo, more DCM was added and concentrated in vacuo to leave a yellow solid. The solid was sonicated in a small amount of MeCN and solid collected by filtration and dried by suction to provide the sub-title... Reactants: Brc1ccc(Br)nc1, [Li]CCCC, CCCCCC, CC(C)NC(C)C, O=Cc1cc(F)ccc1F, C1CCOC1, O. Product: OC(c1cc(F)ccc1F)c1cc(Br)ncc1Br. Reaction SMILES: [Br:13][c:14]1[n:15][cH:16][c:17]([Br:20])[cH:18][cH:19]1.[CH2:1]([Li:2])[CH2:3][CH2:4][CH3:5].[CH3:37][CH2:38][CH2:39][CH2:40][CH2:41][CH3:42].[CH:6]([NH:7][CH:8]([CH3:9])[CH3:10])([CH3:11])[CH3:12].[F:21][c:22]1[c:23]([CH:24]=[O:25])[cH:26][c:27]([F:30])[cH:28][cH:29]1.[O:32]1[CH2:33][CH2:34][CH2:35][CH2:36]1.[OH2:31]>>[Br:13][c:14]1[n:15][cH:16][c:17]([Br:20])[c:18]([CH:24]([c:23]2[c:22]([F:21])[cH:29][cH:28][c:27]([F:30])[cH:26]2)[OH:25])[cH:19]1. Reactants: COC1=C(C=C(C=C1)F)C(CCC=C)O (1-(2′-methoxy-5′-fluorophenyl)pent-4-en-1-ol), BrN1C(CCC1=O)=O (N-bromosuccinimide). The solvent is C(Cl)Cl (CH2Cl2). The product is BrCC1OC(CC1)C1=C(C=CC(=C1)F)OC (2-(Bromomethyl)-5-(2′-methoxy-5′-fluorophenyl)tetrahydrofuran). The yield is 43.8%. Reaction SMILES: [CH3:1][O:2][C:3]1[CH:8]=[CH:7][C:6]([F:9])=[CH:5][C:4]=1[CH:10]([OH:15])[CH2:11][CH2:12][CH:13]=[CH2:14].[Br:16]N1C(=O)CCC1=O>C(Cl)Cl>[Br:16][CH2:14][CH:13]1[CH2:12][CH2:11][CH:10]([C:4]2[CH:5]=[C:6]([F:9])[CH:7]=[CH:8][C:3]=2[O:2][CH3:1])[O:15]1. Procedure details: To a solution of 1-(2′-methoxy-5′-fluorophenyl)pent-4-en-1-ol (3.24 g, 18.0 mmol) in dry CH2Cl2 (50 mL) at 0° C. was added portionwise N-bromosuccinimide (NBS, 3.56 g, 20.0 mmol) portionwise and the reaction was warmed to room temperature for 12 h. Solvent was then removed in vacuo and the residue was purified by flash column chromatography (10% EtOAc in Hexane, Rf=0.28) to give the product (2.28 g, 44%) as an oil.